Dataset: the Open Reaction Database (ORD), a public repository of structured organic reaction records. Task: describe an organic reaction: reactants, conditions, products, and yield Starting materials: [F-].C(CCC)[N+](CCCC)(CCCC)CCCC (tetra-n-butylammonium fluoride), [Si](C)(C)(C(C)(C)C)O[C@H](C)[C@@H]1[C@H](NC1=O)CC(=O)C=1C=C(C(=O)OC(C)(C)C)C=CC1 (tert-Butyl 3-{[(2R,3S)-3-((1R)-1-{[tert-butyl(dimethyl)silyl]oxy}-ethyl)-4-oxo-2-azetidinyl]acetyl}benzoate), C(C)(=O)O (acetic acid), C(O)([O-])=O.[Na+] (sodium hydrogen carbonate). Procedure: tert-Butyl 3-{[(2R,3S)-3-((1R)-1-{[tert-butyl(dimethyl)silyl]oxy}-ethyl)-4-oxo-2-azetidinyl]acetyl}benzoate (2.24 g) obtained in Step a) was dissolved in THF (20 ml), and thereto was added dropwise acetic acid (2.9 ml) at room temperature, and further thereto was added dropwise a solution of tetra-n-butylammonium fluoride (4.58 g) in THF (18 ml). The mixture was stirred at the same temperature for 3 days, and the reaction solution was diluted with ethyl acetate. The mixture was poured into a col... Solvent: C1CCOC1 (THF), C(C)(=O)OCC (ethyl acetate), C1CCOC1 (THF). Run at time 3 day. RXN SMILES: [Si]([O:8][C@@H:9]([C@H:11]1[C:14](=[O:15])[NH:13][C@@H:12]1[CH2:16][C:17]([C:19]1[CH:20]=[C:21]([CH:29]=[CH:30][CH:31]=1)[C:22]([O:24][C:25]([CH3:28])([CH3:27])[CH3:26])=[O:23])=[O:18])[CH3:10])(C(C)(C)C)(C)C.C(O)(=O)C.[F-].C([N+](CCCC)(CCCC)CCCC)CCC.C(=O)([O-])O.[Na+]>C1COCC1.C(OCC)(=O)C>[OH:8][C@@H:9]([C@H:11]1[C:14](=[O:15])[NH:13][C@@H:12]1[CH2:16][C:17]([C:19]1[CH:20]=[C:21]([CH:29]=[CH:30][CH:31]=1)[C:22]([O:24][C:25]([CH3:26])([CH3:28])[CH3:27])=[O:23])=[O:18])[CH3:10] |f:2.3,4.5|. Yields the product O[C@H](C)[C@@H]1[C@H](NC1=O)CC(=O)C=1C=C(C(=O)OC(C)(C)C)C=CC1 (tert-butyl 3-({(2R,3S)-3-[(1R)-1-hydroxyethyl]-4-oxo-2-azetidinyl}acetyl)benzoate). The reactants are NN (Hydrazine), [N+](=O)([O-])C1=CC=C(C=C1)NC(OC1=CC=CC=C1)=O (phenyl (4-nitrophenyl)carbamate). Run in O1CCOCC1 (1,4-dioxane). The product is [N+](=O)([O-])C1=CC=C(C=C1)NC(=O)NN (N-(4-nitro-phenyl)hydrazinecarboxamide). RXN SMILES: [NH2:1][NH2:2].[N+:3]([C:6]1[CH:11]=[CH:10][C:9]([NH:12][C:13](=[O:21])OC2C=CC=CC=2)=[CH:8][CH:7]=1)([O-:5])=[O:4]>O1CCOCC1>[N+:3]([C:6]1[CH:11]=[CH:10][C:9]([NH:12][C:13]([NH:1][NH2:2])=[O:21])=[CH:8][CH:7]=1)([O-:5])=[O:4]. Procedure: Hydrazine (1.18 mol) was added dropwise over a 1 hour period to a solution of intermediate (1) in 1,4-dioxane (1000 ml) and the mixture was stirred and refluxed overnight. The mixture was cooled and filtered off, yielding N-(4-nitro-phenyl)hydrazinecarboxamide (intermediate 2). The reactants are O=C([O-])O, CO, CCO, Cl, O=C(CC1CCNCC1)c1ccc(F)cc1, [H][H], [Na+], CC(=O)CCn1c(=O)[nH]c2ccccc21, c1ccsc1. The product is CC(CCn1c(=O)[nH]c2ccccc21)N1CCC(CC(=O)c2ccc(F)cc2)CC1. Reaction SMILES: [C:38](=[O:39])([O-:40])[OH:41].[CH3:45][OH:46].[CH3:47][CH2:48][OH:49].[ClH:21].[F:22][c:23]1[cH:24][cH:25][c:26]([C:29]([CH2:30][CH:31]2[CH2:32][CH2:33][NH:34][CH2:35][CH2:36]2)=[O:37])[cH:27][cH:28]1.[H:43][H:44].[Na+:42].[O:6]=[C:7]([CH2:8][CH2:9][n:10]1[c:11](=[O:19])[nH:12][c:13]2[c:14]1[cH:15][cH:16][cH:17][cH:18]2)[CH3:20].[cH:1]1[cH:2][s:3][cH:4][cH:5]1>>[CH:7]([CH2:8][CH2:9][n:10]1[c:11](=[O:19])[nH:12][c:13]2[c:14]1[cH:15][cH:16][cH:17][cH:18]2)([CH3:20])[N:34]1[CH2:33][CH2:32][CH:31]([CH2:30][C:29]([c:26]2[cH:25][cH:24][c:23]([F:22])[cH:28][cH:27]2)=[O:37])[CH2:36][CH2:35]1. Starting materials: [BH4-].[Na+] (sodium borohydride), II (iodine), CO (methanol), C1(=CC=CC=C1)CCCNC=O (N-(3-Phenylpropyl)formamide). Run in O1CCCC1 (tetrahydrofuran), O1CCCC1 (tetrahydrofuran), O1CCCC1 (tetrahydrofuran). Conditions: temperature 7 celsius. Yields the product CNCCCC1=CC=CC=C1 (N-methyl-N-(3-phenylpropyl)amine). Isolated yield 53.0%. As a reaction SMILES: [C:1]1([CH2:7][CH2:8][CH2:9][NH:10][CH:11]=O)[CH:6]=[CH:5][CH:4]=[CH:3][CH:2]=1.[BH4-].[Na+].II.CO>O1CCCC1>[CH3:11][NH:10][CH2:9][CH2:8][CH2:7][C:1]1[CH:6]=[CH:5][CH:4]=[CH:3][CH:2]=1 |f:1.2|. Reported procedure: N-(3-Phenylpropyl)formamide (5.70 g, 34.9 mmol) was dissolved in tetrahydrofuran (50 ml) and added dropwise to a suspension of sodium borohydride (1.58 g, 41.91 mmol) in tetrahydrofuran (100 ml), which was cooled to 7° C. A solution of iodine (4.42 g, 17.46 mmol) in tetrahydrofuran was added dropwise, while the temperature was kept at 7° C. After the addition was finished, the reaction mixture was warmed to reflux for 16 h. The reaction mixture was cooled to 7° C., and methanol (250 ml) was adde... Reactants: C(C1=CC=CC=C1)(=O)NC(C(CN(C(=O)N1[C@H](C(=O)O)CCC1)C)=O)CCCC ((±)-1-[[[3-(Benzoylamino)-2-oxoheptyl]methylamino]carbonyl]-L-proline), [BH4-].[Na+] (sodium borohydride). Yields the product C(C1=CC=CC=C1)(=O)NC(C(CN(C(=O)N1[C@H](C(=O)O)CCC1)C)O)CCCC ((±)-1-[[[3-(benzoylamino)-2-hydroxyheptyl]methylamino]carbonyl]-L-proline). As a reaction SMILES: [C:1]([NH:9][CH:10]([CH2:26][CH2:27][CH2:28][CH3:29])[C:11](=[O:25])[CH2:12][N:13]([CH3:24])[C:14]([N:16]1[CH2:23][CH2:22][CH2:21][C@H:17]1[C:18]([OH:20])=[O:19])=[O:15])(=[O:8])[C:2]1[CH:7]=[CH:6][CH:5]=[CH:4][CH:3]=1.[BH4-].[Na+]>>[C:1]([NH:9][CH:10]([CH2:26][CH2:27][CH2:28][CH3:29])[CH:11]([OH:25])[CH2:12][N:13]([CH3:24])[C:14]([N:16]1[CH2:23][CH2:22][CH2:21][C@H:17]1[C:18]([OH:20])=[O:19])=[O:15])(=[O:8])[C:2]1[CH:3]=[CH:4][CH:5]=[CH:6][CH:7]=1 |f:1.2|. Procedure details: The product from part (h) is treated with sodium borohydride according to the procedure of Example 1(f) to yield (±)-1-[[[3-(benzoylamino)-2-hydroxyheptyl]methylamino]carbonyl]-L-proline. Starting materials: [OH-].[K+] (KOH), CC=1N=C(NC1)CCC (4-methyl-2-propyl imidazole), CN(C=O)C (dimethyl formamide), ClC1=NC(=CC=C1[N+](=O)[O-])OC (2-chloro-6-methoxy-3-nitro pyridine). The solvent is O (water). Run at time 75 minute. Yields the product COC1=CC=C(C(=N1)N1C(=NC(=C1)C)CCC)[N+](=O)[O-] (6-methoxy-2-(4-methyl-2-propyl-imidazol-1-yl)-3-nitro-pyridine). Reaction SMILES: [OH-].[K+].[CH3:3][C:4]1[N:5]=[C:6]([CH2:9][CH2:10][CH3:11])[NH:7][CH:8]=1.CN(C)C=O.Cl[C:18]1[C:23]([N+:24]([O-:26])=[O:25])=[CH:22][CH:21]=[C:20]([O:27][CH3:28])[N:19]=1>O>[CH3:28][O:27][C:20]1[N:19]=[C:18]([N:7]2[CH:8]=[C:4]([CH3:3])[N:5]=[C:6]2[CH2:9][CH2:10][CH3:11])[C:23]([N+:24]([O-:26])=[O:25])=[CH:22][CH:21]=1 |f:0.1|. Reported procedure: To a suspension prepared of 20.0 g KOH (solid), 25.8 g 4-methyl-2-propyl imidazole and 130 ml dimethyl formamide were added 38.0 g 2-chloro-6-methoxy-3-nitro pyridine in small amounts at a reaction temperature of 5° C. The reaction mixture was stirred for 75 minutes at room temperature. Then the reaction mixture was poured in 600 ml water. The mixture was further stirred for 1 hr. The desired product precipitated during this time. The resulting solid was collected by filtration, washed with 100 ... Reactants: COC=1C=C(C=C(C1OC)OC)CC(=O)O ((3,4,5-trimethoxyphenyl)acetic acid), C1(=CC=CC=C1)S (thiophenol), C1CCC(CC1)N=C=NC2CCCCC2 (DCC). The reagents and catalysts are CN(C)C=1C=CN=CC1 (DMAP). Solvent: ClCCl (dichloromethane). Conditions: time 5 minute. The product is COC=1C=C(C=C(C1OC)OC)CC(SC1=CC=CC=C1)=O (S-Phenyl 2-(3,4,5-trimethoxyphenyl)ethanethioate). Reaction SMILES: [CH3:1][O:2][C:3]1[CH:4]=[C:5]([CH2:13][C:14]([OH:16])=O)[CH:6]=[C:7]([O:11][CH3:12])[C:8]=1[O:9][CH3:10].[C:17]1([SH:23])[CH:22]=[CH:21][CH:20]=[CH:19][CH:18]=1.C1CCC(N=C=NC2CCCCC2)CC1>CN(C1C=CN=CC=1)C.ClCCl>[CH3:12][O:11][C:7]1[CH:6]=[C:5]([CH2:13][C:14](=[O:16])[S:23][C:17]2[CH:22]=[CH:21][CH:20]=[CH:19][CH:18]=2)[CH:4]=[C:3]([O:2][CH3:1])[C:8]=1[O:9][CH3:10]. Procedure details: A 10-mL, one-necked, round-bottomed flask was charged with 2.5 mL dichloromethane, (3,4,5-trimethoxyphenyl)acetic acid (566 mg, 2.5 mmol), DMAP (31 mg, 2.5 mmol) and thiophenol (1.0 mL, 9.9 mmol). The mixture was cooled in an ice bath while DCC (619 mg, 3.0 mmol) was added and stirred for 5 min. The reaction was allowed to warm up to room temperature and additionally stirred for 3 h. Reactants: CC1=NSC(=C1)C=O (3-methyl-isothiazole-5-carbaldehyde), C(C)N (ethylamine). The solvent is C1CCOC1 (THF). The product is C(C)NCC1=CC(=NS1)C (ethyl-(3-methyl-isothiazol-5-ylmethyl)-amine). As a reaction SMILES: [CH3:1][C:2]1[CH:6]=[C:5]([CH:7]=O)[S:4][N:3]=1.[CH2:9]([NH2:11])[CH3:10]>C1COCC1>[CH2:9]([NH:11][CH2:7][C:5]1[S:4][N:3]=[C:2]([CH3:1])[CH:6]=1)[CH3:10]. Procedure details: prepared by reaction of 3-methyl-isothiazole-5-carbaldehyde (Buttimore D. et al J. Chem. Soc. 1963, 2032-2039) with 2M ethylamine in THF.